Task: describe an organic reaction: reactants, conditions, products, and yield. Dataset: the Open Reaction Database (ORD), a public repository of structured organic reaction records The reactants are FC(N1N=CC(=C1)C1=NC(=C(C2=C1C(N(C2)CC2=C(C=C(C=C2)OC)OC)=O)F)N[C@H]2[C@H](CCCC2)NC(OC(C)(C)C)=O)F (tert-butyl (1S,2R)-2-(4-(1-(difluoromethyl)-1H-pyrazol-4-yl)-2-(2,4-dimethoxybenzyl)-7-fluoro-3-oxo-2,3-dihydro-1H-pyrrolo[3,4-c]pyridin-6-ylamino)cyclohexylcarbamate), C(=O)(C(F)(F)F)O (TFA). The product is N[C@@H]1[C@@H](CCCC1)NC1=C(C2=C(C(=N1)C=1C=NN(C1)C(F)F)C(NC2)=O)F (6-((1R,2S)-2-Aminocyclohexylamino)-4-(1-(difluoromethyl)-1H-pyrazol-4-yl)-7-fluoro-1H-pyrrolo[3,4-c]pyridin-3(2H)-one), C(=O)(C(F)(F)F)O (TFA). Isolated yield 86.0%. RXN SMILES: [F:1][CH:2]([F:45])[N:3]1[CH:7]=[C:6]([C:8]2[C:13]3[C:14](=[O:28])[N:15](CC4C=CC(OC)=CC=4OC)[CH2:16][C:12]=3[C:11]([F:29])=[C:10]([NH:30][C@@H:31]3[CH2:36][CH2:35][CH2:34][CH2:33][C@@H:32]3[NH:37]C(=O)OC(C)(C)C)[N:9]=2)[CH:5]=[N:4]1.[C:46]([OH:52])([C:48]([F:51])([F:50])[F:49])=[O:47]>>[NH2:37][C@H:32]1[CH2:33][CH2:34][CH2:35][CH2:36][C@H:31]1[NH:30][C:10]1[N:9]=[C:8]([C:6]2[CH:5]=[N:4][N:3]([CH:2]([F:1])[F:45])[CH:7]=2)[C:13]2[C:14](=[O:28])[NH:15][CH2:16][C:12]=2[C:11]=1[F:29].[C:46]([OH:52])([C:48]([F:51])([F:50])[F:49])=[O:47]. Procedure: A solution of tert-butyl (1S,2R)-2-(4-(1-(difluoromethyl)-1H-pyrazol-4-yl)-2-(2,4-dimethoxybenzyl)-7-fluoro-3-oxo-2,3-dihydro-1H-pyrrolo[3,4-c]pyridin-6-ylamino)cyclohexylcarbamate (36 mg, 0.057 mmol) in TFA (2 mL) was heated at 60° C. for 2 h. After removal of the solvent, the residue was diluted in MeOH (2 mL) and was purified by preparative HPLC. The fractions were collected and stripped to dryness via rotary evaporation to yield the title compound as a TFA salt (18.7 mg, 86%). 1H NMR (500 MH... The reactants are C(C)OC(=O)[C@@H]1N([C@@H](CC1)C(NC1=CC(=CC=C1)OC(F)(F)F)=O)CC1=CC=CC=C1 ((2R,5S)-1-benzyl-5-(3-trifluoromethoxy-phenylcarbamoyl)-pyrrolidine-2-carboxylic acid ethyl ester), [BH4-].[Na+] (NaBH4), [Li+].[Cl-] (LiCl). Run in C1CCOC1 (THF), CCO (EtOH). Conditions: time 8 hour. The product is FC(OC=1C=C(C=CC1)NC(=O)[C@H]1N([C@H](CC1)CO)CC1=CC=CC=C1)(F)F ((2S,5R)-1-Benzyl-5-hydroxymethyl-pyrrolidine-2-carboxylic acid (3-trifluoromethoxy-phenyl)-amide). Reaction SMILES: C([O:3][C:4]([C@H:6]1[CH2:10][CH2:9][C@@H:8]([C:11](=[O:24])[NH:12][C:13]2[CH:18]=[CH:17][CH:16]=[C:15]([O:19][C:20]([F:23])([F:22])[F:21])[CH:14]=2)[N:7]1[CH2:25][C:26]1[CH:31]=[CH:30][CH:29]=[CH:28][CH:27]=1)=O)C.[Li+].[Cl-].[BH4-].[Na+]>C1COCC1.CCO>[F:22][C:20]([F:21])([F:23])[O:19][C:15]1[CH:14]=[C:13]([NH:12][C:11]([C@@H:8]2[CH2:9][CH2:10][C@H:6]([CH2:4][OH:3])[N:7]2[CH2:25][C:26]2[CH:31]=[CH:30][CH:29]=[CH:28][CH:27]=2)=[O:24])[CH:18]=[CH:17][CH:16]=1 |f:1.2,3.4|. Reported procedure: To a solution of (2R,5S)-1-benzyl-5-(3-trifluoromethoxy-phenylcarbamoyl)-pyrrolidine-2-carboxylic acid ethyl ester (2.5 g, 5.73 mmol) in a mixture of THF (40 mL) and EtOH (20 mL) was added LiCl (486 mg, 11.5 mmol) followed by NaBH4 (451 mg, 11.5 mmol) and the mixture was stirred at RT overnight. The crude reaction mixture was concentrated, EtOAc and 1N HCl were added, the layers were separated and the aqueous one back-extracted with EtOAc. The combined organic extracts were washed with brine, dr... Reported procedure: A slurry of 15 g (0.039 mole) of 3,6-dichloro-2-(1-bromo-3,3,3-trichloro-1-methylpropyl)pyridine and 5 g of finely divided CuCl in O-dichlorobenzene was washed at reflux for two hours. The mixture was cooled, filtered and the filtrate concentrated in vacuo. Recrystallization from pentane yielded 4.5 g (38%) of product, m.p. 71°-74° C. Product: ClC=1C(=NC(=CC1)Cl)C(CC(Cl)(Cl)Cl)=C (3,6-dichloro-2-(3,3,3-trichloro-1-methylenepropyl)pyridine). The solvent is C1=CC=C(C(=C1)Cl)Cl (O-dichlorobenzene). The reactants are ClC=1C(=NC(=CC1)Cl)C(CC(Cl)(Cl)Cl)(C)Br (3,6-dichloro-2-(1-bromo-3,3,3-trichloro-1-methylpropyl)pyridine). The reagents and catalysts are Cl[Cu] (CuCl). The yield is 37.8%. As a reaction SMILES: [Cl:1][C:2]1[C:3]([C:9](Br)([CH3:15])[CH2:10][C:11]([Cl:14])([Cl:13])[Cl:12])=[N:4][C:5]([Cl:8])=[CH:6][CH:7]=1>C1C=C(Cl)C(Cl)=CC=1.Cl[Cu]>[Cl:1][C:2]1[C:3]([C:9](=[CH2:15])[CH2:10][C:11]([Cl:12])([Cl:14])[Cl:13])=[N:4][C:5]([Cl:8])=[CH:6][CH:7]=1.